Dataset: the Open Reaction Database (ORD), a public repository of structured organic reaction records. Task: describe an organic reaction: reactants, conditions, products, and yield Reactants: C(C1=CC=CC=C1)OC1=C(C=C(C=C1)CCC(CCC1=CC(=C(C=C1)OCC1=CC=CC=C1)OC)=O)OC (1,5-Bis-(4-benzyloxy-3-methoxy-phenyl)-pentan-3-one), C(CCC)[Li] (n-butyllithium), C1CCOC1 (THF), [H-].[Na+] (NaH), C(CC(=O)C)(=O)OC (methyl acetoacetate). Conditions: time 12 hour. Yields the product OC1=CC(OC(C1)(CCC1=CC(=C(C=C1)O)OC)CCC1=CC(=C(C=C1)O)OC)=O (4-Hydroxy-6,6-bis-[2-(4-hydroxy-3-methoxy-phenyl)-ethyl]-5,6-dihydro-pyran-2-one). As a reaction SMILES: C([O:8][C:9]1[CH:14]=[CH:13][C:12]([CH2:15][CH2:16][C:17](=[O:36])[CH2:18][CH2:19][C:20]2[CH:25]=[CH:24][C:23]([O:26]CC3C=CC=CC=3)=[C:22](OC)[CH:21]=2)=[CH:11][C:10]=1[O:37][CH3:38])C1C=CC=CC=1.[H-].[Na+].[C:41](OC)(=[O:46])[CH2:42][C:43]([CH3:45])=[O:44].C([Li])CCC.C1C[O:57][CH2:56]C1>>[OH:44][C:43]1[CH2:45][C:17]([CH2:16][CH2:15][C:12]2[CH:13]=[CH:14][C:9]([OH:8])=[C:10]([O:37][CH3:38])[CH:11]=2)([CH2:18][CH2:19][C:20]2[CH:25]=[CH:24][C:23]([OH:26])=[C:22]([O:57][CH3:56])[CH:21]=2)[O:36][C:41](=[O:46])[CH:42]=1 |f:1.2|. Reported procedure: The title compound was prepared as described in General Method 6 using 3.72 g (7.3 mmol) of 1,5-bis-(4-benzyloxy-3-methoxy-phenyl)-pentan-3-one (prepared in Example I), 0.32 g (8.0 mmol) of 60% NaH dispersion in mineral oil, 0.85 g (7.3 mmol) of methyl acetoacetate, 5.0 mL (1.6M, 8.0 mmol) of n-butyllithium and 100 mL of THF. The reaction mixture was stirred for 12 hours at room temperature and worked up in the usual manner. Starting materials: CCC(O)CC, Cc1cc(Cl)nn2c(N)nnc12, O=C(O)C(F)(F)F, [H-], [Na+], CN(C)C=O. Yields the product CCC(CC)Oc1cc(C)c2nnc(N)n2n1. As a reaction SMILES: [CH3:22][CH2:23][CH:24]([CH2:25][CH3:26])[OH:27].[Cl:10][c:11]1[cH:12][c:13]([CH3:21])[c:14]2[n:15]([n:16]1)[c:17]([NH2:20])[n:18][n:19]2.[F:3][C:4]([F:5])([F:6])[C:7]([OH:8])=[O:9].[H-:1].[Na+:2].[O:28]=[CH:29][N:30]([CH3:31])[CH3:32]>>[c:11]1([O:27][CH:24]([CH2:23][CH3:22])[CH2:25][CH3:26])[cH:12][c:13]([CH3:21])[c:14]2[n:15]([n:16]1)[c:17]([NH2:20])[n:18][n:19]2.